Task: describe an organic reaction: reactants, conditions, products, and yield. Dataset: the Open Reaction Database (ORD), a public repository of structured organic reaction records The reactants are O1C(=NC2=C1C=CC=C2)C=2C(=NC=C(C2)B2OC(C(O2)(C)C)(C)C)N (3-(1,3-benzoxazol-2-yl)-5-(4,4,5,5-tetramethyl-1,3,2-dioxaborolan-2-yl)pyridin-2-amine), BrC=1C(=NN(C1)C1CCN(CC1)C(=O)OC(C)(C)C)C=O (tert-butyl 4-(4-bromo-3-formyl-pyrazol-1-yl)piperidine-1-carboxylate), C([O-])([O-])=O.[K+].[K+] (potassium carbonate). The reagents and catalysts are [Pd].C1(=CC=CC=C1)P(C1=CC=CC=C1)C1=CC=CC=C1.C1(=CC=CC=C1)P(C1=CC=CC=C1)C1=CC=CC=C1.C1(=CC=CC=C1)P(C1=CC=CC=C1)C1=CC=CC=C1.C1(=CC=CC=C1)P(C1=CC=CC=C1)C1=CC=CC=C1 (tetrakis(triphenylphosphine) palladium). The solvent is C(C)#N (acetonitrile). The product is NC1=C(C=C(C=N1)C=1C(=NN(C1)C1CCN(CC1)C(=O)OC(C)(C)C)C=O)C=1OC2=C(N1)C=CC=C2 (tert-butyl 4-[4-[6-amino-5-(1,3-benzoxazol-2-yl)-3-pyridyl]-3-formyl-pyrazol-1-yl]piperidine-1-carboxylate). Isolated yield 85.1%. As a reaction SMILES: [O:1]1[C:5]2[CH:6]=[CH:7][CH:8]=[CH:9][C:4]=2[N:3]=[C:2]1[C:10]1[C:11]([NH2:25])=[N:12][CH:13]=[C:14](B2OC(C)(C)C(C)(C)O2)[CH:15]=1.Br[C:27]1[C:28]([CH:45]=[O:46])=[N:29][N:30]([CH:32]2[CH2:37][CH2:36][N:35]([C:38]([O:40][C:41]([CH3:44])([CH3:43])[CH3:42])=[O:39])[CH2:34][CH2:33]2)[CH:31]=1.C(=O)([O-])[O-].[K+].[K+]>C(#N)C.[Pd].C1(P(C2C=CC=CC=2)C2C=CC=CC=2)C=CC=CC=1.C1(P(C2C=CC=CC=2)C2C=CC=CC=2)C=CC=CC=1.C1(P(C2C=CC=CC=2)C2C=CC=CC=2)C=CC=CC=1.C1(P(C2C=CC=CC=2)C2C=CC=CC=2)C=CC=CC=1>[NH2:25][C:11]1[N:12]=[CH:13][C:14]([C:27]2[C:28]([CH:45]=[O:46])=[N:29][N:30]([CH:32]3[CH2:33][CH2:34][N:35]([C:38]([O:40][C:41]([CH3:42])([CH3:44])[CH3:43])=[O:39])[CH2:36][CH2:37]3)[CH:31]=2)=[CH:15][C:10]=1[C:2]1[O:1][C:5]2[CH:6]=[CH:7][CH:8]=[CH:9][C:4]=2[N:3]=1 |f:2.3.4,6.7.8.9.10|. Reported procedure: A suspension of 3-(1,3-benzoxazol-2-yl)-5-(4,4,5,5-tetramethyl-1,3,2-dioxaborolan-2-yl)pyridin-2-amine (0.3 g), tert-butyl 4-(4-bromo-3-formyl-pyrazol-1-yl)piperidine-1-carboxylate (0.362 g), potassium carbonate (0.335 g) and tetrakis(triphenylphosphine) palladium (0.093 g) in degassed acetonitrile (50 mL) was stirred at reflux overnight. The resulting suspension was cooled to ambient temperature, filtered, washed with dichloromethane (3×20 ml) and the filtrate was concentrated. The crude produc... Reactants: CC[O-], CCO, CCOC=O, Cl, [Na+], Cc1nocc1C(=O)Nc1cccc(C(=O)c2ccc3c(c2)NC(=O)C3)c1. Yields the product Cc1nocc1C(=O)Nc1cccc(C(=O)c2ccc3c(c2)NC(=O)C3=CO)c1. Reaction SMILES: [CH3:34][CH2:35][O-:36].[CH3:38][CH2:39][OH:40].[CH:28](=[O:29])[O:30][CH2:31][CH3:32].[ClH:37].[Na+:33].[O:1]=[C:2]1[NH:3][c:4]2[cH:5][c:6]([C:11](=[O:12])[c:13]3[cH:14][c:15]([NH:19][C:20](=[O:21])[c:22]4[c:23]([CH3:27])[n:24][o:25][cH:26]4)[cH:16][cH:17][cH:18]3)[cH:7][cH:8][c:9]2[CH2:10]1>>[O:1]=[C:2]1[NH:3][c:4]2[cH:5][c:6]([C:11](=[O:12])[c:13]3[cH:14][c:15]([NH:19][C:20](=[O:21])[c:22]4[c:23]([CH3:27])[n:24][o:25][cH:26]4)[cH:16][cH:17][cH:18]3)[cH:7][cH:8][c:9]2[C:10]1=[CH:28][OH:29]. The reactants are ClCCl, CCN=C=NCCCN(C)C, O=C(O)C(CC1CCCC1)N1CC2=C(Oc3ccccc3C2)C1=O, Cl, CC(C)(O)Cn1ccc(N)n1, On1nnc2ccccc21. The product is CC(C)(O)Cn1ccc(NC(=O)C(CC2CCCC2)N2CC3=C(Oc4ccccc4C3)C2=O)n1. Reaction SMILES: [CH2:58]([Cl:59])[Cl:60].[CH3:26][N:27]([CH3:28])[CH2:29][CH2:30][CH2:31][N:32]=[C:33]=[N:34][CH2:35][CH3:36].[CH:1]1([CH2:6][CH:7]([C:8](=[O:9])[OH:10])[N:11]2[C:12](=[O:24])[C:13]3=[C:14]([CH2:15]2)[CH2:16][c:17]2[cH:18][cH:19][cH:20][cH:21][c:22]2[O:23]3)[CH2:2][CH2:3][CH2:4][CH2:5]1.[ClH:25].[NH2:47][c:48]1[n:49][n:50]([CH2:53][C:54]([CH3:55])([OH:56])[CH3:57])[cH:51][cH:52]1.[OH:37][n:38]1[c:39]2[cH:40][cH:41][cH:42][cH:43][c:44]2[n:45][n:46]1>>[CH:1]1([CH2:6][CH:7]([C:8](=[O:10])[NH:47][c:48]2[n:49][n:50]([CH2:53][C:54]([CH3:55])([OH:56])[CH3:57])[cH:51][cH:52]2)[N:11]2[C:12](=[O:24])[C:13]3=[C:14]([CH2:15]2)[CH2:16][c:17]2[cH:18][cH:19][cH:20][cH:21][c:22]2[O:23]3)[CH2:2][CH2:3][CH2:4][CH2:5]1.